This data is from the Open Reaction Database (ORD), a public repository of structured organic reaction records. The task is: describe an organic reaction: reactants, conditions, products, and yield Starting materials: O (water), [OH-].[Na+] (NaOH), [Cl-].C[NH3+] (methylammonium chloride), N1=CC=CC=2CCC=CC12 (5,6-dihydroquinoline), 21h. Solvent: [Cl-].[Na+].O (brine), C(C)(=O)OCC (ethyl acetate), C(C)(=O)OCC.C1(=CC=CC=C1)C (ethyl acetate toluene), CO (methanol), CO (methanol). Yields the product CNC1CCC=2C=CC=NC2C1 (5,6,7,8-Tetrahydro-7-(methylamino)quinoline). The yield is 83.2%. RXN SMILES: [Cl-].[CH3:2][NH3+:3].[N:4]1[C:13]2[CH:12]=[CH:11][CH2:10][CH2:9][C:8]=2[CH:7]=[CH:6][CH:5]=1.O.[OH-].[Na+]>CO.[Cl-].[Na+].O.C(OCC)(=O)C.C(OCC)(=O)C.C1(C)C=CC=CC=1>[CH3:2][NH:3][CH:11]1[CH2:12][C:13]2[N:4]=[CH:5][CH:6]=[CH:7][C:8]=2[CH2:9][CH2:10]1 |f:0.1,4.5,7.8.9,11.12|. Reported procedure: A solution of methylammonium chloride (1.35 g, 20 mmol) in methanol (2 ml) was added to 5,6-dihydroquinoline (1.31 g, 10 mmol) in methanol (2 ml) and the solution was heated under reflux for 21h, poured onto a mixture of water (25 ml) and brine (25 ml), and basified with 10N-NaOH (25 ml). The mixture was extracted with chloroform (3×25 ml), and the extracts were dried (Na2SO4) and concentrated in vacuo to give an orange oil. Chromatography [alumina; ethyl acetate-toluene (1:4)→ethyl acetate] gav...